Dataset: the Open Reaction Database (ORD), a public repository of structured organic reaction records. Task: describe an organic reaction: reactants, conditions, products, and yield Starting materials: O=C(Cl)c1ccccc1Br, CC(C)(C)NNC(=O)c1ccccn1, Cc1ccccc1, [Na+], [OH-]. Yields the product CC(C)(C)N(NC(=O)c1ccccn1)C(=O)c1ccccc1Br. Reaction SMILES: [Br:17][c:18]1[c:19]([C:20](=[O:21])[Cl:22])[cH:23][cH:24][cH:25][cH:26]1.[C:3]([CH3:4])([CH3:5])([CH3:6])[NH:7][NH:8][C:9](=[O:10])[c:11]1[n:12][cH:13][cH:14][cH:15][cH:16]1.[CH3:27][c:28]1[cH:29][cH:30][cH:31][cH:32][cH:33]1.[Na+:2].[OH-:1]>>[C:3]([CH3:4])([CH3:5])([CH3:6])[N:7]([NH:8][C:9](=[O:10])[c:11]1[n:12][cH:13][cH:14][cH:15][cH:16]1)[C:20]([c:19]1[c:18]([Br:17])[cH:26][cH:25][cH:24][cH:23]1)=[O:21].